Dataset: the Open Reaction Database (ORD), a public repository of structured organic reaction records. Task: describe an organic reaction: reactants, conditions, products, and yield The reactants are [Br-], O=CC1OC(c2ccc(Cl)c(Cc3ncc(-c4ccco4)s3)c2)C(OCc2ccccc2)C(OCc2ccccc2)C1OCc1ccccc1, C1CCOC1, C[Mg+], [Cl-], [NH4+]. The product is CC(O)C1OC(c2ccc(Cl)c(Cc3ncc(-c4ccco4)s3)c2)C(OCc2ccccc2)C(OCc2ccccc2)C1OCc1ccccc1. As a reaction SMILES: [Br-:51].[CH2:1]([c:2]1[cH:3][cH:4][cH:5][cH:6][cH:7]1)[O:8][CH:9]1[CH:10]([CH:49]=[O:50])[O:11][CH:12]([c:31]2[cH:32][c:33]([CH2:38][c:39]3[s:40][c:41](-[c:44]4[o:45][cH:46][cH:47][cH:48]4)[cH:42][n:43]3)[c:34]([Cl:37])[cH:35][cH:36]2)[CH:13]([O:23][CH2:24][c:25]2[cH:26][cH:27][cH:28][cH:29][cH:30]2)[CH:14]1[O:15][CH2:16][c:17]1[cH:18][cH:19][cH:20][cH:21][cH:22]1.[CH2:56]1[O:57][CH2:58][CH2:59][CH2:60]1.[CH3:52][Mg+:53].[Cl-:54].[NH4+:55]>>[CH2:1]([c:2]1[cH:3][cH:4][cH:5][cH:6][cH:7]1)[O:8][CH:9]1[CH:10]([CH:49]([OH:50])[CH3:52])[O:11][CH:12]([c:31]2[cH:32][c:33]([CH2:38][c:39]3[s:40][c:41](-[c:44]4[o:45][cH:46][cH:47][cH:48]4)[cH:42][n:43]3)[c:34]([Cl:37])[cH:35][cH:36]2)[CH:13]([O:23][CH2:24][c:25]2[cH:26][cH:27][cH:28][cH:29][cH:30]2)[CH:14]1[O:15][CH2:16][c:17]1[cH:18][cH:19][cH:20][cH:21][cH:22]1. Starting materials: C(C)(=O)O (acetic acid), C(OC)COC (dimethoxyethane), 6-formyl, O (water), CC(C(C1OC2=CC=CC=C2O1)=O)(P([O-])([O-])=O)C (dimethyl-2-oxo-2-(1,3-dioxa-2-indanyl)-ethylphosphonate), C(OC)COC (dimethoxyethane), C(CCC)[Li] (butyllithium). Run in CCCCCC (hexane). Reaction conditions: time 1 hour. Yields the product O=C(/C=C/[C@@H]1[C@H]2CC(O[C@H]2C[C@H]1OC(C1=CC=CC=C1)=O)=O)C1OC2=CC=CC=C2O1 ((1S,5R,6R,7R)-6-[(E)-3-Oxo-3-(1,3-dioxa-2-indanyl)-1-propenyl]-7-benzoyloxy-2-oxabicyclo[3,3,0]octan-3-one). RXN SMILES: [CH2:1]([Li])[CH2:2][CH2:3][CH3:4].C[C:7]([CH3:23])(P(=O)([O-])[O-])[C:8](=[O:18])[CH:9]1[O:17][C:16]2[C:11](=[CH:12][CH:13]=[CH:14][CH:15]=2)[O:10]1.[CH2:24]([CH2:27][O:28][CH3:29])OC.[C:30]([OH:33])(=[O:32])[CH3:31].[OH2:34]>CCCCCC>[O:18]=[C:8]([CH:9]1[O:10][C:11]2[C:16](=[CH:15][CH:14]=[CH:13][CH:12]=2)[O:17]1)/[CH:7]=[CH:23]/[C@H:1]1[C@H:29]([O:28][C:27](=[O:34])[C:24]2[CH:15]=[CH:16][CH:11]=[CH:12][CH:13]=2)[CH2:4][C@H:3]2[C@@H:2]1[CH2:31][C:30](=[O:33])[O:32]2. Procedure details: At -70° C., 0.6 ml. of a 2-molar butyllithium solution in hexane was added dropwise to a solution of 299 mg. of dimethyl-2-oxo-2-(1,3-dioxa-2-indanyl)-ethylphosphonate in 6 ml. of absolute dimethoxyethane; the mixture was warmed to room temperature, and 274 mg. of the above-mentioned 6-formyl compound, dissolved in 5 ml. of absolute dimethoxyethane, was added thereto. The reaction mixture was agitated for 1 hour at room temperture. After neutralization with glacial acetic acid, the mixture was c... Starting materials: CN(CCOC1=CC=C(C=C1)N1C=NC2=C(C1=O)SC(=C2)CO)C (3-[4-(2-Dimethylaminoethoxy)phenyl]-6-hydroxymethyl-3H-thieno[3,2-d]pyrimidin-4-one), C1(CC1)CBr (cyclopropylmethyl bromide). Yields the product C1(CC1)COCC1=CC=2N=CN(C(C2S1)=O)C1=CC=C(C=C1)OCCN(C)C (6-Cyclopropylmethoxymethyl-3-[4-(2-dimethylaminoethoxy)phenyl]-3H-thieno-[3,2-d]pyrimidin-4-one). Reaction SMILES: [CH3:1][N:2]([CH3:24])[CH2:3][CH2:4][O:5][C:6]1[CH:11]=[CH:10][C:9]([N:12]2[C:17](=[O:18])[C:16]3[S:19][C:20]([CH2:22][OH:23])=[CH:21][C:15]=3[N:14]=[CH:13]2)=[CH:8][CH:7]=1.[CH:25]1([CH2:28]Br)[CH2:27][CH2:26]1>>[CH:25]1([CH2:28][O:23][CH2:22][C:20]2[S:19][C:16]3[C:17](=[O:18])[N:12]([C:9]4[CH:10]=[CH:11][C:6]([O:5][CH2:4][CH2:3][N:2]([CH3:24])[CH3:1])=[CH:7][CH:8]=4)[CH:13]=[N:14][C:15]=3[CH:21]=2)[CH2:27][CH2:26]1. Reported procedure: 3-[4-(2-Dimethylaminoethoxy)phenyl]-6-hydroxymethyl-3H-thieno[3,2-d]pyrimidin-4-one was reacted with cyclopropylmethyl bromide by method V. The product with the molecular weight of 399.52 (C21H25N3O3S) was obtained in this way; MS (ESI): 400 (M+H+). Product: CCCC(C1CCCCC1)N(C)CC(=O)O. Reactants: CNCC(=O)O, CC(=O)[O-], CO, CCCC(=O)C1CCCCC1, [H][H], [K+], c1ccsc1. As a reaction SMILES: [CH3:12][NH:13][CH2:14][C:15](=[O:16])[OH:17].[CH3:24][C:25](=[O:26])[O-:27].[CH3:30][OH:31].[CH:1]1([C:7]([CH2:8][CH2:9][CH3:10])=[O:11])[CH2:2][CH2:3][CH2:4][CH2:5][CH2:6]1.[H:28][H:29].[K+:23].[cH:18]1[cH:19][s:20][cH:21][cH:22]1>>[CH:1]1([CH:7]([CH2:8][CH2:9][CH3:10])[N:13]([CH3:12])[CH2:14][C:15](=[O:16])[OH:17])[CH2:2][CH2:3][CH2:4][CH2:5][CH2:6]1. Starting materials: BrC1=CC=C(C=C1)F (1-bromo-4-fluorobenzene), C[C@H]1NCCNC1 ((R)-2-methylpiperazine), CC(C)([O-])C.[Na+] (sodium-tert-butoxide). The reagents and catalysts are CC(=O)[O-].CC(=O)[O-].[Pd+2] (Pd(OAc)2), C=1C=CC(=CC1)P(C=2C=CC=CC2)C3=CC=C4C=CC=CC4=C3C5=C6C=CC=CC6=CC=C5P(C=7C=CC=CC7)C=8C=CC=CC8 (BINAP). Run in C1(=CC=CC=C1)C (toluene). Product: FC1=CC=C(C=C1)N1C[C@H](NCC1)C ((3R)-1-(4-Fluorophenyl)-3-methylpiperazine). Isolated yield 45.2%. Reaction SMILES: Br[C:2]1[CH:7]=[CH:6][C:5]([F:8])=[CH:4][CH:3]=1.[CH3:9][C@@H:10]1[CH2:15][NH:14][CH2:13][CH2:12][NH:11]1.CC(C)([O-])C.[Na+]>C1(C)C=CC=CC=1.CC([O-])=O.CC([O-])=O.[Pd+2].C1C=CC(P(C2C(C3C(P(C4C=CC=CC=4)C4C=CC=CC=4)=CC=C4C=3C=CC=C4)=C3C(C=CC=C3)=CC=2)C2C=CC=CC=2)=CC=1>[F:8][C:5]1[CH:6]=[CH:7][C:2]([N:14]2[CH2:13][CH2:12][NH:11][C@H:10]([CH3:9])[CH2:15]2)=[CH:3][CH:4]=1 |f:2.3,5.6.7|. Procedure: To a mixture of 1-bromo-4-fluorobenzene (5.0 g, 0.0285 mol), (R)-2-methylpiperazine (3.15 g, 0.0313 mol) and sodium-tert-butoxide (4 g, 0.042 mol) in dry toluene (100 mL) under nitrogen was added Pd(OAc)2 (0.25 g, 0.0011 mol) followed by BINAP (0.75 g, 0.0012 mol). The reaction mixture was then refluxed for 18 h and cooled down to rt. The reaction mixture was washed with water, dried over magnesium sulfate, filtrated and concentrated. Purification of the crude by chromatography on silica (chloro... The reactants are CS(C)=O, NCCc1ccc(C=CC2CCCCC2)cc1, Nc1nc(Cl)nc2c1ncn2C1OC(CO)C(O)C1O. Product: Nc1nc(NCCc2ccc(C=CC3CCCCC3)cc2)nc2c1ncn2C1OC(CO)C(O)C1O. RXN SMILES: [CH3:38][S:39]([CH3:40])=[O:41].[CH:21]1([CH:27]=[CH:28][c:29]2[cH:30][cH:31][c:32]([CH2:35][CH2:36][NH2:37])[cH:33][cH:34]2)[CH2:22][CH2:23][CH2:24][CH2:25][CH2:26]1.[Cl:1][c:2]1[n:3][c:4]([NH2:20])[c:5]2[n:6][cH:7][n:8]([CH:9]3[CH:10]([OH:11])[CH:12]([OH:13])[CH:14]([CH2:15][OH:16])[O:17]3)[c:18]2[n:19]1>>[c:2]1([NH:37][CH2:36][CH2:35][c:32]2[cH:31][cH:30][c:29]([CH:28]=[CH:27][CH:21]3[CH2:22][CH2:23][CH2:24][CH2:25][CH2:26]3)[cH:34][cH:33]2)[n:3][c:4]([NH2:20])[c:5]2[n:6][cH:7][n:8]([CH:9]3[CH:10]([OH:11])[CH:12]([OH:13])[CH:14]([CH2:15][OH:16])[O:17]3)[c:18]2[n:19]1.